From a dataset of the Open Reaction Database (ORD), a public repository of structured organic reaction records. describe an organic reaction: reactants, conditions, products, and yield Starting materials: NCC1CN(CCO1)CC1=CC=C(C=C1)F (2-aminomethyl-4-(p-fluorobenzyl)-morpholine), C1(=CC=CC=C1)N=C=O (phenyl isocyanate). The solvent is CN(C=O)C (dimethylformamide). Conditions: time 30 minute. The product is FC1=CC=C(CN2CC(OCC2)CNC(=O)NC2=CC=CC=C2)C=C1 (1-[4-(p-Fluorobenzyl)-2-morpholinylmethyl]-3-phenylurea). Yield: 71.2%. RXN SMILES: [NH2:1][CH2:2][CH:3]1[O:8][CH2:7][CH2:6][N:5]([CH2:9][C:10]2[CH:15]=[CH:14][C:13]([F:16])=[CH:12][CH:11]=2)[CH2:4]1.[C:17]1([N:23]=[C:24]=[O:25])[CH:22]=[CH:21][CH:20]=[CH:19][CH:18]=1>CN(C)C=O>[F:16][C:13]1[CH:14]=[CH:15][C:10]([CH2:9][N:5]2[CH2:6][CH2:7][O:8][CH:3]([CH2:2][NH:1][C:24]([NH:23][C:17]3[CH:22]=[CH:21][CH:20]=[CH:19][CH:18]=3)=[O:25])[CH2:4]2)=[CH:11][CH:12]=1. Procedure details: To a solution of 2-aminomethyl-4-(p-fluorobenzyl)-morpholine (1.0 g, 4.5 mmol) in dimethylformamide (10 ml) was added under ice-cooling phenyl isocyanate (0.53 ml, 4.9 mmol) and the mixture was stirred for 30 minutes. To the reaction mixture was added purified water (20 ml) and the crystals thus separated out were then recovered by filtration to give the title compound (1.1 g). Yield=72%. Reactants: CN1[C@H](CCC1)CC1=CNC2=CC=C(C=C12)C=CC(C)=O (3-(N-Methyl-2(R)-pyrrolidinylmethyl)-5-(3-oxo-1-but-1-enyl)-1H-indole), CO (CH3OH). The reagents and catalysts are [Pd] (palladium on charcoal). Run in C(Cl)Cl (CH2Cl2). Yields the product CN1[C@H](CCC1)CC1=CNC2=CC=C(C=C12)CCC(C)=O (3-(N-Methyl-2(R)-pyrrolidinylmethyl)-5-(3-oxo-1-butyl)-1H-indole). Reaction SMILES: [CH3:1][N:2]1[CH2:6][CH2:5][CH2:4][C@@H:3]1[CH2:7][C:8]1[C:16]2[C:11](=[CH:12][CH:13]=[C:14]([CH:17]=[CH:18][C:19](=[O:21])[CH3:20])[CH:15]=2)[NH:10][CH:9]=1.CO>[Pd].C(Cl)Cl>[CH3:1][N:2]1[CH2:6][CH2:5][CH2:4][C@@H:3]1[CH2:7][C:8]1[C:16]2[C:11](=[CH:12][CH:13]=[C:14]([CH2:17][CH2:18][C:19](=[O:21])[CH3:20])[CH:15]=2)[NH:10][CH:9]=1. Procedure details: Obtained from the title compound of Example 49 by a procedure similar to that described in Example 2, but using 10% palladium on charcoal as catalyst, as a foam. [α]D25 +83° (c=0.1, CH3OH). Found: C,71.61; H,8.36; N,9.02. C18H24N2O; 0.20 CH2Cl2 requires C,71.84; H,8.16; N,9.30%. LRMS: m/z 285.3 (M+1)+. The reactants are [Br-], C=C[Mg+], [Cl-], O=Cc1cccc(C(F)(F)F)c1, [NH4+], C1CCOC1. The product is C=CC(O)c1cccc(C(F)(F)F)c1. Reaction SMILES: [Br-:13].[CH:14](=[CH2:15])[Mg+:16].[Cl-:17].[F:1][C:2]([c:3]1[cH:4][c:5]([CH:6]=[O:7])[cH:8][cH:9][cH:10]1)([F:11])[F:12].[NH4+:18].[O:19]1[CH2:20][CH2:21][CH2:22][CH2:23]1>>[F:1][C:2]([c:3]1[cH:4][c:5]([CH:6]([OH:7])[CH:14]=[CH2:15])[cH:8][cH:9][cH:10]1)([F:11])[F:12]. The reactants are BrC1=NC=2N(C(NC(C2N1CC=C(C)C)=O)=O)C (8-bromo-3-methyl-7-(3-methylbut-2-enyl)-3,7-dihydropurine-2,6-dione), Cl.NCC(C)(S)C (1-amino-2-methyl-2-propanethiol hydrochloride), C([O-])([O-])=O.[Cs+].[Cs+] (cesium carbonate). The solvent is CN(C)C=O (DMF). Reaction conditions: temperature 70 celsius, time 5 hour. Product: NCC(C)(C)SC1=NC=2N(C(NC(C2N1CC=C(C)C)=O)=O)C (8-(2-Amino-1,1-dimethylethylsulfanyl)-3-methyl-7-(3-methylbut-2-enyl)-3,7-dihydropurine-2,6-dione). Reaction SMILES: Br[C:2]1[N:10]([CH2:11][CH:12]=[C:13]([CH3:15])[CH3:14])[C:9]2[C:8](=[O:16])[NH:7][C:6](=[O:17])[N:5]([CH3:18])[C:4]=2[N:3]=1.Cl.[NH2:20][CH2:21][C:22]([CH3:25])([SH:24])[CH3:23].C(=O)([O-])[O-].[Cs+].[Cs+]>CN(C=O)C>[NH2:20][CH2:21][C:22]([S:24][C:2]1[N:10]([CH2:11][CH:12]=[C:13]([CH3:15])[CH3:14])[C:9]2[C:8](=[O:16])[NH:7][C:6](=[O:17])[N:5]([CH3:18])[C:4]=2[N:3]=1)([CH3:25])[CH3:23] |f:1.2,3.4.5|. Reported procedure: A mixture of 80 mg of 8-bromo-3-methyl-7-(3-methylbut-2-enyl)-3,7-dihydropurine-2,6-dione, 90 mg of 1-amino-2-methyl-2-propanethiol hydrochloride, 2 ml of DMF and 200 mg of cesium carbonate was stirred at 70° C. for 5 hours. The reactants are C(=O)(OCC1C2=CC=CC=C2C2=CC=CC=C12)N[C@@H](CC1=CC=CC=C1)C(=O)O (Fmoc-phenylalanine), ON1N=NC2=C1C=CC=C2 (1-hydroxybenzotriazole), C1(CCCCC1)N=C=NC1CCCCC1 (dicyclohexylcarbodiimide), NC1=NNC(S1)=S (5-amino-1,3,4-thiadiazole-2-thione). Product: C1=CC=CC=2C3=CC=CC=C3C(C12)COC(=O)N[C@@H](CCC1=CC=CC=C1)C(=O)NC1=NNC(S1)=S (5-(N-(9-flourenylmethoxycarbonyl)homophenylalanylamino)-1,3,4-thiadiazole-2-thione). As a reaction SMILES: [C:1]([NH:18][C@H:19]([C:27](O)=[O:28])[CH2:20][C:21]1C=CC=CC=1)([O:3][CH2:4][CH:5]1[C:17]2[C:12](=[CH:13][CH:14]=[CH:15][CH:16]=2)[C:11]2[C:6]1=[CH:7][CH:8]=[CH:9][CH:10]=2)=[O:2].ON1[C:35]2[CH:36]=[CH:37][CH:38]=[CH:39][C:34]=2N=N1.C1(N=C=NC2CCCCC2)CCCCC1.[NH2:55][C:56]1[S:60][C:59](=[S:61])[NH:58][N:57]=1>>[CH:7]1[C:6]2[CH:5]([CH2:4][O:3][C:1]([NH:18][C@H:19]([C:27]([NH:55][C:56]3[S:60][C:59](=[S:61])[NH:58][N:57]=3)=[O:28])[CH2:20][CH2:21][C:34]3[CH:35]=[CH:36][CH:37]=[CH:38][CH:39]=3)=[O:2])[C:17]3[C:12](=[CH:13][CH:14]=[CH:15][CH:16]=3)[C:11]=2[CH:10]=[CH:9][CH:8]=1. Procedure details: Fmoc-phenylalanine (0.8 grams), 1-hydroxybenzotriazole (0.38 grams), dicyclohexylcarbodiimide (0.4 grams) and 5-amino-1,3,4-thiadiazole-2-thione (0.4 grams) were reacted according to the procedure described in Example 1. The resulting product was recrystallized from ethanol/pentane to give a white powder. M.P. 186°-187° C. NMR spectrum (d6 -DMSO) 14.08 (s, 1H), 12.6 (s, 1H), 8.00-7.1 (m, 14 H, NH+aromatics), 4.4-4.1 (m, 4H), 2.8-2.3 (m, 2H), 2.1-1.8 (m, 2H). Reactants: C(C1=CC=CC=C1)ON1C(C2=CC=CC=3C2=C(C1=O)C=C(C3)C)=O (2-Benzyloxy-5-methyl-benzo[de]isoquinoline-1,3-dione). Reagents/catalysts: [Pd] (Pd/C). The solvent is CC(=O)N(C)C (DMA). The product is ON1C(C2=CC=CC=3C2=C(C1=O)C=C(C3)C)=O (2-Hydroxy-5-methyl-benzo[de]isoquinoline-1,3-dione). Yield: 33.9%. As a reaction SMILES: C([O:8][N:9]1[C:18](=[O:19])[C:17]2[CH:20]=[C:21]([CH3:23])[CH:22]=[C:15]3[C:16]=2[C:11](=[CH:12][CH:13]=[CH:14]3)[C:10]1=[O:24])C1C=CC=CC=1>CC(N(C)C)=O.[Pd]>[OH:8][N:9]1[C:18](=[O:19])[C:17]2[CH:20]=[C:21]([CH3:23])[CH:22]=[C:15]3[C:16]=2[C:11](=[CH:12][CH:13]=[CH:14]3)[C:10]1=[O:24]. Procedure details: The hydrogenation of 2-benzyloxy-5-methyl-benzo[de]isoquinoline-1,3-dione (0.4 g, 1.3 mmol, from Example P) was performed in the presence of 10% Pd/C (0.1 g) in DMA (20 mL). Purification of crude product by column chromatography (silica gel using 10% methanol in dichloromethane) gave 0.1 g of the title compound, mp 251-253° C.; Product: OCc1cc(Br)ccc1OCc1cccs1. The reactants are COC(=O)c1cc(Br)ccc1OCc1cccs1, CC(C)C[AlH]CC(C)C, ClCCl. RXN SMILES: [Br:1][c:2]1[cH:3][cH:4][c:5]([O:12][CH2:13][c:14]2[s:15][cH:16][cH:17][cH:18]2)[c:6]([C:7](=[O:8])[O:9][CH3:10])[cH:11]1.[CH3:19][CH:20]([CH2:21][AlH:22][CH2:23][CH:24]([CH3:25])[CH3:26])[CH3:27].[Cl:28][CH2:29][Cl:30]>>[Br:1][c:2]1[cH:3][cH:4][c:5]([O:12][CH2:13][c:14]2[s:15][cH:16][cH:17][cH:18]2)[c:6]([CH2:7][OH:8])[cH:11]1.